Task: describe an organic reaction: reactants, conditions, products, and yield. Dataset: the Open Reaction Database (ORD), a public repository of structured organic reaction records Starting materials: CN(C)C=O, CC(C)OC(C)C, O=C1CCC(=O)N1I, O=[N+]([O-])c1cccc(-c2cc[nH]n2)c1. Product: O=[N+]([O-])c1cccc(-c2n[nH]cc2I)c1. RXN SMILES: [CH3:30][N:31]([CH3:32])[CH:33]=[O:34].[CH:23]([O:24][CH:25]([CH3:26])[CH3:27])([CH3:28])[CH3:29].[I:15][N:16]1[C:17](=[O:18])[CH2:19][CH2:20][C:21]1=[O:22].[N+:1](=[O:2])([O-:3])[c:4]1[cH:5][c:6](-[c:10]2[n:11][nH:12][cH:13][cH:14]2)[cH:7][cH:8][cH:9]1>>[N+:1](=[O:2])([O-:3])[c:4]1[cH:5][c:6](-[c:10]2[n:11][nH:12][cH:13][c:14]2[I:15])[cH:7][cH:8][cH:9]1. Solvent: C(Cl)(Cl)Cl (chloroform). The product is CC1=CC2=C(C(OC3=CC=CC=C23)=O)C=C1 (9-methyl-6H-benzo[c]chromen-6-one). Reaction SMILES: Br[C:2]1[CH:11]=[C:10]([CH3:12])[CH:9]=[CH:8][C:3]=1[C:4]([O:6][CH3:7])=[O:5].CC1(C)C(C)(C)OB([C:21]2[CH:26]=[CH:25]C=[CH:23][C:22]=2O)O1.C([O-])([O-])=O.[K+].[K+]>C(Cl)(Cl)Cl.C1C=CC([P]([Pd]([P](C2C=CC=CC=2)(C2C=CC=CC=2)C2C=CC=CC=2)([P](C2C=CC=CC=2)(C2C=CC=CC=2)C2C=CC=CC=2)[P](C2C=CC=CC=2)(C2C=CC=CC=2)C2C=CC=CC=2)(C2C=CC=CC=2)C2C=CC=CC=2)=CC=1>[CH3:12][C:10]1[CH:9]=[CH:8][C:3]2[C:4](=[O:5])[O:6][C:7]3[C:25]([C:2]=2[CH:11]=1)=[CH:26][CH:21]=[CH:22][CH:23]=3 |f:2.3.4,^1:42,44,63,82|. Conditions: temperature 130 celsius. Reported procedure: A sealed tube containing methyl 2-bromo-4-methylbenzoate (650 mg, 2.84 mmol), 2-(4,4,5,5-tetramethyl-1,3,2-dioxaborolan-2-yl)phenol (781 mg, 3.55 mmol) and TETRAKIS(TRIPHENYLPHOSPHINE)PALLADIUM(0) (164 mg, 0.142 mmol) was evacuated and backfilled with nitrogen before Toluene (1.29E+04 μl) and Ethanol (1290 μl) were added, followed by K2CO3 (2838 μl, 5.68 mmol). The tube was heated in the microwave for 25 minutes at 130° C. The mixture was cooled, diluted with chloroform (15 mL), washed with aque... The reagents and catalysts are C=1C=CC(=CC1)[P](C=2C=CC=CC2)(C=3C=CC=CC3)[Pd]([P](C=4C=CC=CC4)(C=5C=CC=CC5)C=6C=CC=CC6)([P](C=7C=CC=CC7)(C=8C=CC=CC8)C=9C=CC=CC9)[P](C=1C=CC=CC1)(C=1C=CC=CC1)C=1C=CC=CC1 (TETRAKIS(TRIPHENYLPHOSPHINE)PALLADIUM(0)). Reactants: BrC1=C(C(=O)OC)C=CC(=C1)C (methyl 2-bromo-4-methylbenzoate), CC1(OB(OC1(C)C)C1=C(C=CC=C1)O)C (2-(4,4,5,5-tetramethyl-1,3,2-dioxaborolan-2-yl)phenol), C(=O)([O-])[O-].[K+].[K+] (K2CO3). Starting materials: COC1=CC=C(C(=O)N2CCNCC2)C=C1 (N-(4-methoxybenzoyl)-piperazine), N1CCOCC1 (morpholine), ClCC(=O)N1CCOCC1 (chloroacetic acid morpholide), N1CCNCC1 (piperazine), C(C1=CC=C(C=C1)OC)(=O)Cl (anisic acid chloride), ClCC(=O)Cl (chloroacetyl chloride). Run in C1(=CC=CC=C1)C (toluene), C(C)(=O)O (acetic acid). Product: COC1=CC=C(C(=O)N2CCN(CC2)CC(=O)N2CCOCC2)C=C1 (4-(4-Methoxybenzoyl)-piperazin-1-yl-acetic acid morpholide). Reaction SMILES: [CH3:1][O:2][C:3]1[CH:16]=[CH:15][C:6]([C:7]([N:9]2[CH2:14][CH2:13][NH:12][CH2:11][CH2:10]2)=[O:8])=[CH:5][CH:4]=1.N1CCNCC1.C(Cl)(=O)C1C=CC(OC)=CC=1.Cl[CH2:35][C:36]([N:38]1[CH2:43][CH2:42][O:41][CH2:40][CH2:39]1)=[O:37].N1CCOCC1.ClCC(Cl)=O>C(O)(=O)C.C1(C)C=CC=CC=1>[CH3:1][O:2][C:3]1[CH:4]=[CH:5][C:6]([C:7]([N:9]2[CH2:14][CH2:13][N:12]([CH2:35][C:36]([N:38]3[CH2:43][CH2:42][O:41][CH2:40][CH2:39]3)=[O:37])[CH2:11][CH2:10]2)=[O:8])=[CH:15][CH:16]=1. Reported procedure: The N-(4-methoxybenzoyl)-piperazine used as a starting substance was obtained as a viscous oil by reacting 1 mol of piperazine with 0.5 mol of anisic acid chloride in glacial acetic acid. The chloroacetic acid morpholide used as a starting substance was obtained as a colourless oil by reacting 2 mol of morpholine with 1 mol of chloroacetyl chloride in toluene. Reactants: compound, C1(C=2C(C(N1CCCOC1=CC=C(C=C1)C1=NC(=NC=C1)NC1=CC(=C(C(=C1)OC)OC)OC)=O)=CC=CC2)=O (4-(4-(3-Phthalimidopropoxy)phenyl)-N-(3,4,5-trimethoxyphenyl)-2-pyrimidineamine), O.NN (hydrazine monohydrate). Product: NCCCOC1=CC=C(C=C1)C1=NC(=NC=C1)NC1=CC(=C(C(=C1)OC)OC)OC (4-(4-(3-Aminopropoxy)phenyl)-N-(3,4,5-trimethoxyphenyl)-2-pyrimidineamine). The yield is 28.4%. Reaction SMILES: C1(=O)[N:5]([CH2:6][CH2:7][CH2:8][O:9][C:10]2[CH:15]=[CH:14][C:13]([C:16]3[CH:21]=[CH:20][N:19]=[C:18]([NH:22][C:23]4[CH:28]=[C:27]([O:29][CH3:30])[C:26]([O:31][CH3:32])=[C:25]([O:33][CH3:34])[CH:24]=4)[N:17]=3)=[CH:12][CH:11]=2)C(=O)C2=CC=CC=C12.O.NN>>[NH2:5][CH2:6][CH2:7][CH2:8][O:9][C:10]1[CH:15]=[CH:14][C:13]([C:16]2[CH:21]=[CH:20][N:19]=[C:18]([NH:22][C:23]3[CH:28]=[C:27]([O:29][CH3:30])[C:26]([O:31][CH3:32])=[C:25]([O:33][CH3:34])[CH:24]=3)[N:17]=2)=[CH:12][CH:11]=1 |f:1.2|. Procedure details: The compound was prepared in a manner analogous to the preparation of the compound of Example 48 from the compound of Example 50 (830 mg, 1 .54 mmol) and hydrazine monohydrate (0.23 ml, 4.62 mmol) to give the title compound (63 mg) as a white solid m.p. 161-162°. MS m/z 411 (M+H)+.